Dataset: the Open Reaction Database (ORD), a public repository of structured organic reaction records. Task: describe an organic reaction: reactants, conditions, products, and yield Starting materials: C(=O)([O-])[O-].[K+].[K+] (K2CO3), COC1=NC=CC=C1B(O)O (2-methoxypyridine-3-boronic acid), CCOC(=O)C.CCCCCC (EtOAc Hexane), C(C1=CC=CC=C1)(C1=CC=CC=C1)OC=1C2=C(C(=C3C=CC=NC13)OS(=O)(=O)C(F)(F)F)CN(C2=O)CC2=CC=C(C=C2)F (trifluoro-methanesulfonic acid 9-benzhydryloxy-7-(4-fluoro-benzyl)-8-oxo-7,8-dihydro-6H-pyrrolo[3,4-g]quinolin-5-yl ester). The reagents and catalysts are [Pd].C1(=CC=CC=C1)P(C1=CC=CC=C1)C1=CC=CC=C1.C1(=CC=CC=C1)P(C1=CC=CC=C1)C1=CC=CC=C1.C1(=CC=CC=C1)P(C1=CC=CC=C1)C1=CC=CC=C1.C1(=CC=CC=C1)P(C1=CC=CC=C1)C1=CC=CC=C1 (tetrakis-(triphenylphosphine)-palladium(0)). The solvent is CCOC(=O)C (EtOAc), C1(=CC=CC=C1)C (toluene), C(C)O (ethanol), O (water). Conditions: temperature 120 celsius. Yields the product C(C1=CC=CC=C1)(C1=CC=CC=C1)OC=1C2=C(C(=C3C=CC=NC13)C=1C(=NC=CC1)OC)CN(C2=O)CC2=CC=C(C=C2)F (9-benzhydryloxy-7-(4-fluoro-benzyl)-5-(2-methoxy-pyridin-3-yl)-6,7-dihydro-pyrrolo[3,4-g]quinolin-8-one). Reaction SMILES: [CH:1]([O:14][C:15]1[C:16]2[C:35](=[O:36])[N:34]([CH2:37][C:38]3[CH:43]=[CH:42][C:41]([F:44])=[CH:40][CH:39]=3)[CH2:33][C:17]=2[C:18](OS(C(F)(F)F)(=O)=O)=[C:19]2[C:24]=1[N:23]=[CH:22][CH:21]=[CH:20]2)([C:8]1[CH:13]=[CH:12][CH:11]=[CH:10][CH:9]=1)[C:2]1[CH:7]=[CH:6][CH:5]=[CH:4][CH:3]=1.C([O-])([O-])=O.[K+].[K+].[CH3:51][O:52][C:53]1[C:58](B(O)O)=[CH:57][CH:56]=[CH:55][N:54]=1.CCOC(C)=O.CCCCCC>C1(C)C=CC=CC=1.C(O)C.O.CCOC(C)=O.[Pd].C1(P(C2C=CC=CC=2)C2C=CC=CC=2)C=CC=CC=1.C1(P(C2C=CC=CC=2)C2C=CC=CC=2)C=CC=CC=1.C1(P(C2C=CC=CC=2)C2C=CC=CC=2)C=CC=CC=1.C1(P(C2C=CC=CC=2)C2C=CC=CC=2)C=CC=CC=1>[CH:1]([O:14][C:15]1[C:16]2[C:35](=[O:36])[N:34]([CH2:37][C:38]3[CH:39]=[CH:40][C:41]([F:44])=[CH:42][CH:43]=3)[CH2:33][C:17]=2[C:18]([C:58]2[C:53]([O:52][CH3:51])=[N:54][CH:55]=[CH:56][CH:57]=2)=[C:19]2[C:24]=1[N:23]=[CH:22][CH:21]=[CH:20]2)([C:8]1[CH:13]=[CH:12][CH:11]=[CH:10][CH:9]=1)[C:2]1[CH:3]=[CH:4][CH:5]=[CH:6][CH:7]=1 |f:1.2.3,5.6,11.12.13.14.15|. Reported procedure: To a solution of trifluoro-methanesulfonic acid 9-benzhydryloxy-7-(4-fluoro-benzyl)-8-oxo-7,8-dihydro-6H-pyrrolo[3,4-g]quinolin-5-yl ester 46 (40 mg, 0.064 mmol) dissolved in toluene (3 μL)/ethanol (0.6 mL)/water (0.4 mL) was added K2CO3 (29 mg, 0.16 mmol), 2-methoxypyridine-3-boronic acid (20 mg, 0.128 mmol) and tetrakis-(triphenylphosphine)-palladium(0)(15 mg, 0.01 mmol). The reaction mixture in the flask was flashed with argon three times. It was then heated to 120° C. under argon 3 hours. Th... The solvent is C(Cl)Cl (CH2Cl2). Reactants: [Al+3].[Cl-].[Cl-].[Cl-] (AlCl3), CC=1SC(=CC1)C (2,5-dimethyl thiophene), ClC(C(=O)OCC)=O (ethyl 2-chloro-2-oxoacetate). Procedure: To a solution of AlCl3 (29.5 g, 221 mmol) in CH2Cl2 (150 mL) was added 2,5-dimethyl thiophene (6.2 g, 55 mmol) followed by ethyl 2-chloro-2-oxoacetate (15.1 g, 110 mmol). The resulting mixture was stirred at room temperature for 12 h at which time the reaction mixture was filtered, diluted carefully with H2O and extracted with EtOAc. Removal of volatiles afforded mostly pure crude material, which was used in the next step without further purification. Reaction conditions: time 12 hour. RXN SMILES: [Al+3].[Cl-].[Cl-].[Cl-].[CH3:5][C:6]1[S:7][C:8]([CH3:11])=[CH:9][CH:10]=1.Cl[C:13](=[O:19])[C:14]([O:16][CH2:17][CH3:18])=[O:15]>C(Cl)Cl>[CH3:5][C:6]1[S:7][C:8]([CH3:11])=[CH:9][C:10]=1[C:13](=[O:19])[C:14]([O:16][CH2:17][CH3:18])=[O:15] |f:0.1.2.3|. Product: CC=1SC(=CC1C(C(=O)OCC)=O)C (ethyl 2-(2,5-dimethylthiophen-3-yl)-2-oxoacetate). Reactants: ClC(Cl)(Cl)Cl, CC(C)(CO)CNC(=O)OCc1ccccc1, CC#N, [O-][I+3]([O-])([O-])[O-], [Na+], O, Cl[Ru](Cl)Cl. Yields the product CC(C)(CNC(=O)OCc1ccccc1)C(=O)O. Reaction SMILES: [C:24]([Cl:25])([Cl:26])([Cl:27])[Cl:28].[CH2:7]([c:8]1[cH:9][cH:10][cH:11][cH:12][cH:13]1)[O:14][C:15](=[O:16])[NH:17][CH2:18][C:19]([CH2:20][OH:21])([CH3:22])[CH3:23].[CH3:29][C:30]#[N:31].[I+3:1]([O-:2])([O-:3])([O-:4])[O-:5].[Na+:6].[OH2:32].[Ru:33]([Cl:34])([Cl:35])[Cl:36]>>[OH:2][C:20]([C:19]([CH2:18][NH:17][C:15]([O:14][CH2:7][c:8]1[cH:9][cH:10][cH:11][cH:12][cH:13]1)=[O:16])([CH3:22])[CH3:23])=[O:21]. The reactants are OCC1=C(C=CC=C1)C1CCN(CC1)C(=O)OC(C)(C)C (tert-Butyl 4-(2-(hydroxymethyl)phenyl)piperidine-1-carboxylate), CC(=O)OI1(C=2C=CC=CC2C(=O)O1)(OC(=O)C)OC(=O)C (Dess Martin periodinane), S(=S)(=O)([O-])[O-].[Na+].[Na+] (Sodium thiosulfate). Solvent: CCOC(=O)C (EtOAc), C(Cl)Cl (DCM). Reaction conditions: time 10 minute. Product: C(=O)C1=C(C=CC=C1)C1CCN(CC1)C(=O)OC(C)(C)C (tert-Butyl 4-(2-formylphenyl)piperidine-1-carboxylate). As a reaction SMILES: [OH:1][CH2:2][C:3]1[CH:8]=[CH:7][CH:6]=[CH:5][C:4]=1[CH:9]1[CH2:14][CH2:13][N:12]([C:15]([O:17][C:18]([CH3:21])([CH3:20])[CH3:19])=[O:16])[CH2:11][CH2:10]1.CC(OI1(OC(C)=O)(OC(C)=O)OC(=O)C2C=CC=CC1=2)=O.S([O-])([O-])(=O)=S.[Na+].[Na+]>C(Cl)Cl.CCOC(C)=O>[CH:2]([C:3]1[CH:8]=[CH:7][CH:6]=[CH:5][C:4]=1[CH:9]1[CH2:10][CH2:11][N:12]([C:15]([O:17][C:18]([CH3:21])([CH3:20])[CH3:19])=[O:16])[CH2:13][CH2:14]1)=[O:1] |f:2.3.4|. Procedure: tert-Butyl 4-(2-(hydroxymethyl)phenyl)piperidine-1-carboxylate (216 mg, 0.74 mmol, 1 eq.) and Dess Martin periodinane (377 mg, 1.2 eq., 0.89 mmol) were stirred in DCM (7 mL) for 1 h. HPLC and LCMS showed completion of the reaction. Sodium thiosulfate was then added and the biphasic mixture was stirred for 10 min, then the mixture was diluted with EtOAc (50 mL), the biphasic mixture was separated, the organics were dried (MgSO4), conc in vacuo and purified by ISCO chromatography (8 g SiO2, 0 to 1... Reactants: O=C([O-])O, c1ccc(CN2CC3CNCC(C2)O3)cc1, Cc1ccccc1, CCOC(C)=O, Cl, Cl, [Na+], Cc1ccc(S(=O)(=O)OCCNC(=O)OC(C)(C)C)cc1, O, O=C(O)CC(O)(CC(=O)O)C(=O)O. Product: CC(C)(C)OC(=O)NCCN1CC2CN(Cc3ccccc3)CC(C1)O2. As a reaction SMILES: [C:19](=[O:20])([OH:21])[O-:22].[CH2:3]([c:4]1[cH:5][cH:6][cH:7][cH:8][cH:9]1)[N:10]1[CH2:11][CH:12]2[CH2:13][NH:14][CH2:15][CH:16]([CH2:17]1)[O:18]2.[CH3:59][c:60]1[cH:61][cH:62][cH:63][cH:64][cH:65]1.[CH3:66][CH2:67][O:68][C:69](=[O:70])[CH3:71].[ClH:1].[ClH:2].[Na+:23].[O:24]([S:25]([c:26]1[cH:27][cH:28][c:29]([CH3:30])[cH:31][cH:32]1)(=[O:33])=[O:34])[CH2:35][CH2:36][NH:37][C:38](=[O:39])[O:40][C:41]([CH3:42])([CH3:43])[CH3:44].[OH2:58].[OH:45][C:46]([CH2:47][C:48]([C:49](=[O:50])[OH:51])([CH2:52][C:53](=[O:54])[OH:55])[OH:56])=[O:57]>>[CH2:3]([c:4]1[cH:5][cH:6][cH:7][cH:8][cH:9]1)[N:10]1[CH2:11][CH:12]2[CH2:13][N:14]([CH2:35][CH2:36][NH:37][C:38](=[O:39])[O:40][C:41]([CH3:42])([CH3:43])[CH3:44])[CH2:15][CH:16]([CH2:17]1)[O:18]2. Reactants: [Br-], CCOCC, [Mg+]c1ccc(Cl)cc1, Cl, CC(=O)CCCC#N, O. Yields the product CC(O)(CCCC#N)c1ccc(Cl)cc1. RXN SMILES: [Br-:1].[CH3:20][CH2:21][O:22][CH2:23][CH3:24].[Cl:2][c:3]1[cH:4][cH:5][c:6]([Mg+:9])[cH:7][cH:8]1.[ClH:19].[O:10]=[C:11]([CH2:12][CH2:13][CH2:14][C:15]#[N:16])[CH3:17].[OH2:18]>>[Cl:2][c:3]1[cH:4][cH:5][c:6]([C:11]([OH:10])([CH2:12][CH2:13][CH2:14][C:15]#[N:16])[CH3:17])[cH:7][cH:8]1. Reactants: iodophenyl substituted pyrrole, IC1=CC=C(C=O)C=C1 (4-iodobenzaldehyde), C(CC(=O)[O-])(=O)OCC (monoethyl malonate), S(=O)(=O)(C1=CC=C(C)C=C1)C[N+]#[C-] (tosylmethylisocyanide). Product: IC1=CC=C(C=C1)C1=CNC=C1 (3-(4-iodophenyl)pyrrole). Isolated yield 91.0%. RXN SMILES: [I:1][C:2]1[CH:9]=[CH:8][C:5]([CH:6]=O)=[CH:4][CH:3]=1.C(O[CH2:17][CH3:18])(=O)CC([O-])=O.S([CH2:29][N+:30]#[C-])(C1C=CC(C)=CC=1)(=O)=O>>[I:1][C:2]1[CH:9]=[CH:8][C:5]([C:6]2[CH:18]=[CH:17][NH:30][CH:29]=2)=[CH:4][CH:3]=1. Procedure: The synthesis of the β-substituted EH begins in the same manner as the prior synthesis of β-substituted dipyrromethanes (Balasubramanian, T.; Lindsey, J. S. Tetrahedron 1999, 55, 6771-6784) but employs a number of significant improvements (FIG. 14). The iodophenyl substituted pyrrole (3) is readily prepared from 4-iodobenzaldehyde, monoethyl malonate, and tosylmethylisocyanide. The ethoxycarbonyl group was removed by treatment with NaOH in ethylene glycol at 160° C. to give the 3-(4-iodophenyl)p... The reactants are 2,2′-azobis-2-methylpropionitrile, hexadecylmethacrylate, C(CCCCCCCCCCCCCCCCC)OC(C(=C)C)=O (octadecylmethacrylate), SCCO (2-mercaptoethanol). Solvent: C1(=CC=CC=C1)C (toluene), C1(=CC=CC=C1)C (toluene). Reaction conditions: temperature 110 celsius, time 2 hour. Yields the product C(CCCCCCCCCCCCCCC)OC(C(=C)C)=O.C(CCCCCCCCCCCCCCCCC)OC(C(=C)C)=O (Hexadecylmethacrylate Octadecylmethacrylate). As a reaction SMILES: [CH2:1]([O:19][C:20](=[O:24])[C:21]([CH3:23])=[CH2:22])[CH2:2][CH2:3][CH2:4][CH2:5][CH2:6][CH2:7][CH2:8][CH2:9][CH2:10][CH2:11][CH2:12][CH2:13][CH2:14][CH2:15][CH2:16][CH2:17][CH3:18].SCCO>C1(C)C=CC=CC=1>[CH2:1]([O:19][C:20](=[O:24])[C:21]([CH3:23])=[CH2:22])[CH2:2][CH2:3][CH2:4][CH2:5][CH2:6][CH2:7][CH2:8][CH2:9][CH2:10][CH2:11][CH2:12][CH2:13][CH2:14][CH2:15][CH3:16].[CH2:1]([O:19][C:20](=[O:24])[C:21]([CH3:23])=[CH2:22])[CH2:2][CH2:3][CH2:4][CH2:5][CH2:6][CH2:7][CH2:8][CH2:9][CH2:10][CH2:11][CH2:12][CH2:13][CH2:14][CH2:15][CH2:16][CH2:17][CH3:18] |f:3.4|. Procedure details: A monomer feed containing 55 g of hexadecylmethacrylate, 55 g octadecylmethacrylate, 68 g toluene, and 0.58 g 2-mercaptoethanol, and an initiator feed containing 40 g toluene and 1.65 g 2,2′-azobis-2-methylpropionitrile are slowly added to the reaction flask, using the separator funnels, over a period of two hours, with continuous agitation, while the temperature is maintained at reflux (110° C.), under a flow of nitrogen. Product: CCc1cc(C(=O)c2ccccc2Cl)c(-n2c(C)nnc2CNC(=O)Cn2cc(C(=O)O)c3ccccc32)s1. RXN SMILES: [CH:44]([OH:45])=[O:46].[Cl:1][c:2]1[c:3]([C:4](=[O:5])[c:6]2[c:7](-[n:13]3[c:14]([CH2:19][NH:20][C:21](=[O:22])[CH2:23][n:24]4[cH:25][c:26]([C:33](=[O:34])[O:35][C:36]([CH3:37])([CH3:38])[CH3:39])[c:27]5[cH:28][cH:29][cH:30][cH:31][c:32]45)[n:15][n:16][c:17]3[CH3:18])[s:8][c:9]([CH2:11][CH3:12])[cH:10]2)[cH:40][cH:41][cH:42][cH:43]1>>[Cl:1][c:2]1[c:3]([C:4](=[O:5])[c:6]2[c:7](-[n:13]3[c:14]([CH2:19][NH:20][C:21](=[O:22])[CH2:23][n:24]4[cH:25][c:26]([C:33](=[O:34])[OH:35])[c:27]5[cH:28][cH:29][cH:30][cH:31][c:32]45)[n:15][n:16][c:17]3[CH3:18])[s:8][c:9]([CH2:11][CH3:12])[cH:10]2)[cH:40][cH:41][cH:42][cH:43]1. The reactants are O=CO, CCc1cc(C(=O)c2ccccc2Cl)c(-n2c(C)nnc2CNC(=O)Cn2cc(C(=O)OC(C)(C)C)c3ccccc32)s1. Reactants: O=c1[nH]cnc2c1ncn2CCc1ccccc1, O=C1CCC(=O)N1Br, C1COCCO1. The product is O=c1[nH]cnc2c1nc(Br)n2CCc1ccccc1. Reaction SMILES: [CH2:1]([CH2:2][c:3]1[cH:4][cH:5][cH:6][cH:7][cH:8]1)[n:9]1[c:10]2[n:11][cH:12][nH:13][c:14](=[O:18])[c:15]2[n:16][cH:17]1.[O:19]=[C:20]1[N:21]([Br:26])[C:22](=[O:23])[CH2:24][CH2:25]1.[O:27]1[CH2:28][CH2:29][O:30][CH2:31][CH2:32]1>>[CH2:1]([CH2:2][c:3]1[cH:4][cH:5][cH:6][cH:7][cH:8]1)[n:9]1[c:10]2[n:11][cH:12][nH:13][c:14](=[O:18])[c:15]2[n:16][c:17]1[Br:26].